From a dataset of the Open Reaction Database (ORD), a public repository of structured organic reaction records. describe an organic reaction: reactants, conditions, products, and yield The reactants are N[C@@H]1CNCC1 ((3S)-3-aminopyrrolidine), C([C@H](O)[C@@H](O)C(=O)O)(=O)O (L(+)-tartaric acid), CO (methanol). The solvent is O (water). Run at time 1 hour. Yields the product C(=O)(O)[C@H](O)[C@@H](O)C(=O)O.N[C@@H]1CNCC1 ((3S)-3-aminopyrrolidine L(+)-tartrate). Isolated yield 38.3%. RXN SMILES: [NH2:1][C@H:2]1[CH2:6][CH2:5][NH:4][CH2:3]1.[C:7]([OH:16])(=[O:15])[C@@H:8]([C@H:10]([C:12]([OH:14])=[O:13])[OH:11])[OH:9].CO>O>[C:12]([C@@H:10]([C@H:8]([C:7]([OH:16])=[O:15])[OH:9])[OH:11])([OH:14])=[O:13].[NH2:1][C@H:2]1[CH2:6][CH2:5][NH:4][CH2:3]1 |f:4.5|. Procedure: The above crude (3S)-3-aminopyrrolidine (200 mg) and L(+)-tartaric acid (348 mg) are dissolved in water (2 ml), and thereto is added methanol (10 ml), and the mixture is allowed to stand at room temperature for one hour to precipitate an oily substance. The superfluid is removed by decantation, and the oily substance is dissolved in a mixed solvent of methanol-water (1:1) with heating, and then the mixture is cooled, and the precipitated impurities are removed by filtration. The filtrate is conc... Reactants: CC(C[C@H](N)C1=CC=C(C=C1)C1=NC=C(C=C1)C(F)(F)F)C ((S)-3-methyl-1-{4-[5-(trifluoromethyl)pyridin-2-yl]phenyl}butan-1-amine), FC1=NC=C(C(=O)OC)C=C1 (methyl 6-fluoronicotinate), P(=O)([O-])([O-])[O-].[K+].[K+].[K+] (tripotassium phosphate). Run at temperature 107.5 celsius, time 15 minute. Product: CC(C[C@@H](C1=CC=C(C=C1)C1=NC=C(C=C1)C(F)(F)F)NC1=NC=C(C(=O)OC)C=C1)C ((S)-methyl 6-[(3-methyl-1-{4-[5-(trifluoromethyl)pyridin-2-yl]phenyl}butyl)amino]nicotinate). Yield: 62.1%. RXN SMILES: [CH3:1][CH:2]([CH3:22])[CH2:3][C@@H:4]([C:6]1[CH:11]=[CH:10][C:9]([C:12]2[CH:17]=[CH:16][C:15]([C:18]([F:21])([F:20])[F:19])=[CH:14][N:13]=2)=[CH:8][CH:7]=1)[NH2:5].F[C:24]1[CH:33]=[CH:32][C:27]([C:28]([O:30][CH3:31])=[O:29])=[CH:26][N:25]=1.P([O-])([O-])([O-])=O.[K+].[K+].[K+]>>[CH3:1][CH:2]([CH3:22])[CH2:3][C@H:4]([NH:5][C:24]1[CH:33]=[CH:32][C:27]([C:28]([O:30][CH3:31])=[O:29])=[CH:26][N:25]=1)[C:6]1[CH:7]=[CH:8][C:9]([C:12]2[CH:17]=[CH:16][C:15]([C:18]([F:21])([F:19])[F:20])=[CH:14][N:13]=2)=[CH:10][CH:11]=1 |f:2.3.4.5|. Procedure: A mixture of crude (S)-3-methyl-1-{4-[5-(trifluoromethyl)pyridin-2-yl]phenyl}butan-1-amine (66.34 g, 192.4 mmol), methyl 6-fluoronicotinate (32.8 g, 212 mmol), and freshly pulverized and dried (150 C, vacuum oven, 12 h) tripotassium phosphate (75.6 g, 356 mmol) was purged with dry nitrogen then diluted with N,N-dimethylacetamide (320 ml). The mixture was heated to 110° C. (107-108° C. internal temperature) for 24 hours. The reaction was diluted with water (˜1.5 L) and the resulting mixture was s... Reactants: [N+](=O)([O-])C1=CC=C(C=NO)C=C1 (p-nitrobenzaldoxime), boric anhydride, aqueous solution, [OH-].[Na+] (sodium hydroxide), [H][H] (hydrogen). Reagents/catalysts: [Pt] (Pt-C). Solvent: CO (methanol). Conditions: time 13.5 hour. Yields the product NC1=CC=C(CN)C=C1 (p-aminobenzylamine). The yield is 92.1%. As a reaction SMILES: [N+:1]([C:4]1[CH:12]=[CH:11][C:7]([CH:8]=[N:9]O)=[CH:6][CH:5]=1)([O-])=O.[H][H].[OH-].[Na+]>[Pt].CO>[NH2:1][C:4]1[CH:12]=[CH:11][C:7]([CH2:8][NH2:9])=[CH:6][CH:5]=1 |f:2.3|. Procedure: 33.2 g (0.2 mol) of this p-nitrobenzaldoxime, 18.3 g (0.25 mol) of boric anhydride, 1 g of a 5% Pt-C catalyst and 100 ml of methanol were charged into a hermetically sealed glass container and vigorously stirred while charging hydrogen. Reaction was continued at temperatures of 25° C. to 30° C. for 13.5 hours and 22.2 l of hydrogen was absorbed. Next, this reaction mixture was filtered to remove the catalyst and methanol was distilled off by concentration under reduced pressure. A yellow viscous...